This data is from the Open Reaction Database (ORD), a public repository of structured organic reaction records. The task is: describe an organic reaction: reactants, conditions, products, and yield The reactants are O=S1CCN(c2nc(Cl)nc3c(SCc4ccccc4)ncnc23)CC1, C1COCCO1, O=S1CCNCC1. Yields the product O=S1CCN(c2nc(N3CCS(=O)CC3)c3ncnc(SCc4ccccc4)c3n2)CC1. Reaction SMILES: [CH2:1]([c:2]1[cH:3][cH:4][cH:5][cH:6][cH:7]1)[S:8][c:9]1[n:10][cH:11][n:12][c:13]2[c:14]1[n:15][c:16]([Cl:26])[n:17][c:18]2[N:19]1[CH2:20][CH2:21][S:22](=[O:25])[CH2:23][CH2:24]1.[O:34]1[CH2:35][CH2:36][O:37][CH2:38][CH2:39]1.[S:27]1(=[O:33])[CH2:28][CH2:29][NH:30][CH2:31][CH2:32]1>>[CH2:1]([c:2]1[cH:3][cH:4][cH:5][cH:6][cH:7]1)[S:8][c:9]1[n:10][cH:11][n:12][c:13]2[c:14]1[n:15][c:16]([N:30]1[CH2:29][CH2:28][S:27](=[O:33])[CH2:32][CH2:31]1)[n:17][c:18]2[N:19]1[CH2:20][CH2:21][S:22](=[O:25])[CH2:23][CH2:24]1.